Dataset: the Open Reaction Database (ORD), a public repository of structured organic reaction records. Task: describe an organic reaction: reactants, conditions, products, and yield The reactants are CO, CCOC(=O)CCC1CC(N(CC2CC2)CC2CC(n3ccc4c(NCc5ccc(OC)cc5OC)ncnc43)C3OC(C)(C)OC23)C1, Cl, [Li+], C1CCOC1, [OH-]. The product is COc1ccc(CNc2ncnc3c2ccn3C2CC(CN(CC3CC3)C3CC(CCC(=O)O)C3)C3OC(C)(C)OC32)c(OC)c1. RXN SMILES: [CH3:57][OH:58].[CH:3]1([CH2:6][N:7]([CH:8]2[CH2:9][CH:10]([CH2:12][CH2:13][C:14](=[O:15])[O:16][CH2:17][CH3:18])[CH2:11]2)[CH2:19][CH:20]2[CH2:21][CH:22]([n:30]3[cH:31][cH:32][c:33]4[c:34]3[n:35][cH:36][n:37][c:38]4[NH:39][CH2:40][c:41]3[c:42]([O:49][CH3:50])[cH:43][c:44]([O:47][CH3:48])[cH:45][cH:46]3)[CH:23]3[O:24][C:25]([CH3:28])([CH3:29])[O:26][CH:27]23)[CH2:4][CH2:5]1.[ClH:51].[Li+:1].[O:52]1[CH2:53][CH2:54][CH2:55][CH2:56]1.[OH-:2]>>[CH:3]1([CH2:6][N:7]([CH:8]2[CH2:9][CH:10]([CH2:12][CH2:13][C:14](=[O:15])[OH:16])[CH2:11]2)[CH2:19][CH:20]2[CH2:21][CH:22]([n:30]3[cH:31][cH:32][c:33]4[c:34]3[n:35][cH:36][n:37][c:38]4[NH:39][CH2:40][c:41]3[c:42]([O:49][CH3:50])[cH:43][c:44]([O:47][CH3:48])[cH:45][cH:46]3)[CH:23]3[O:24][C:25]([CH3:28])([CH3:29])[O:26][CH:27]23)[CH2:4][CH2:5]1. The reactants are Cn1nc(-c2ccc(S(=O)(=O)Cl)s2)cc1C(F)(F)F, CCOC(=O)Cc1csc(N)n1. The product is CCOC(=O)Cc1csc(NS(=O)(=O)c2ccc(-c3cc(C(F)(F)F)n(C)n3)s2)n1. RXN SMILES: [CH3:13][n:14]1[n:15][c:16](-[c:23]2[s:24][c:25]([S:28](=[O:29])(=[O:30])[Cl:31])[cH:26][cH:27]2)[cH:17][c:18]1[C:19]([F:20])([F:21])[F:22].[NH2:1][c:2]1[s:3][cH:4][c:5]([CH2:7][C:8](=[O:9])[O:10][CH2:11][CH3:12])[n:6]1>>[NH:1]([c:2]1[s:3][cH:4][c:5]([CH2:7][C:8](=[O:9])[O:10][CH2:11][CH3:12])[n:6]1)[S:28]([c:25]1[s:24][c:23](-[c:16]2[n:15][n:14]([CH3:13])[c:18]([C:19]([F:20])([F:21])[F:22])[cH:17]2)[cH:27][cH:26]1)(=[O:29])=[O:30]. Reactants: COC(=O)Cc1ccc(-c2onc(-c3ccccc3)c2C(=O)OC(C)(C)C)c(Cl)c1, O=C(O)C(F)(F)F. The product is COC(=O)Cc1ccc(-c2onc(-c3ccccc3)c2C(=O)O)c(Cl)c1. Reaction SMILES: [C:1]([CH3:2])([CH3:3])([CH3:4])[O:5][C:6](=[O:7])[c:8]1[c:9](-[c:25]2[cH:26][cH:27][cH:28][cH:29][cH:30]2)[n:10][o:11][c:12]1-[c:13]1[c:14]([Cl:24])[cH:15][c:16]([CH2:19][C:20](=[O:21])[O:22][CH3:23])[cH:17][cH:18]1.[OH:31][C:32]([C:33]([F:34])([F:35])[F:36])=[O:37]>>[O:5]=[C:6]([OH:7])[c:8]1[c:9](-[c:25]2[cH:26][cH:27][cH:28][cH:29][cH:30]2)[n:10][o:11][c:12]1-[c:13]1[c:14]([Cl:24])[cH:15][c:16]([CH2:19][C:20](=[O:21])[O:22][CH3:23])[cH:17][cH:18]1.